This data is from the Open Reaction Database (ORD), a public repository of structured organic reaction records. The task is: describe an organic reaction: reactants, conditions, products, and yield Starting materials: C(C1=CC=CC=C1)N (Benzylamine), C(C)(=O)O (acetic acid). Reaction conditions: temperature 115 celsius. Yields the product C(C)(=O)NCC1=CC=CC=C1 (N-Acetyl Benzylamine). As a reaction SMILES: [CH2:1]([NH2:8])[C:2]1[CH:7]=[CH:6][CH:5]=[CH:4][CH:3]=1.[C:9](O)(=[O:11])[CH3:10]>>[C:9]([NH:8][CH2:1][C:2]1[CH:7]=[CH:6][CH:5]=[CH:4][CH:3]=1)(=[O:11])[CH3:10]. Procedure: Benzylamine (1 mL) and acetic acid (20 mL) may be mixed together. The mixture may be heated at 115° C. for 17 hours. The excess acetic acid may be distilled from the reaction mixture using a rotary evaporator. The product may be crystallized from toluene. The mixture may be cooled to 0° C. and then filtered. Reactants: C(C)(=O)C1=C(N=C(N1CC1=CC=C(C=C1)C=1C(=CC=CC1)S(=O)(=O)N)C1=CC=CC=C1)Cl (4′-(5-acetyl-4-chloro-2-phenylimidazol-1-ylmethyl)biphenyl-2-sulfonamide), [OH-].[Na+] (NaOH), CO (methanol). The product is C(C)(=O)C1=C(N=C(N1CC1=CC=C(C=C1)C=1C(=CC=CC1)S(=O)(=O)N)C1=CC=CC=C1)OC (4′-(5-Acetyl-4-methoxy-2-phenylimidazol-1-ylmethyl)biphenyl-2-sulfon-amide). As a reaction SMILES: [C:1]([C:4]1[N:8]([CH2:9][C:10]2[CH:15]=[CH:14][C:13]([C:16]3[C:17]([S:22]([NH2:25])(=[O:24])=[O:23])=[CH:18][CH:19]=[CH:20][CH:21]=3)=[CH:12][CH:11]=2)[C:7]([C:26]2[CH:31]=[CH:30][CH:29]=[CH:28][CH:27]=2)=[N:6][C:5]=1Cl)(=[O:3])[CH3:2].[OH-:33].[Na+].[CH3:35]O>>[C:1]([C:4]1[N:8]([CH2:9][C:10]2[CH:15]=[CH:14][C:13]([C:16]3[C:17]([S:22]([NH2:25])(=[O:24])=[O:23])=[CH:18][CH:19]=[CH:20][CH:21]=3)=[CH:12][CH:11]=2)[C:7]([C:26]2[CH:31]=[CH:30][CH:29]=[CH:28][CH:27]=2)=[N:6][C:5]=1[O:33][CH3:35])(=[O:3])[CH3:2] |f:1.2|. Reported procedure: 760 mg of 4′-(5-acetyl-4-chloro-2-phenylimidazol-1-ylmethyl)biphenyl-2-sulfonamide and 650 mg of NaOH are refluxed for 22 h in 10 ml of methanol. The solvent is then removed in vacuo, the residue is taken up in 20 ml of water, and the solution is adjusted to pH=6 using a 10% aqueous HCl solution and extracted 3 times using 50 ml of EA each time. The extract is dried over Na2SO4 and the solvent is removed in vacuo. Chromatography on silica gel using MTB/DIP 1:1 yields 230 mg of a viscous oil.